From a dataset of the Open Reaction Database (ORD), a public repository of structured organic reaction records. describe an organic reaction: reactants, conditions, products, and yield The reactants are C(CCC)C(C(=O)OC)(CCCCC[C@H]1C(CC[C@@H]1C=CCC(CCCC)(OC)C)=O)O[SiH](C)C (butyl-dimethylsilyloxy-16-methyl-16-methoxy-9 -oxo-prost-13-en-1-oic acid, methyl ester), C1CCOC1 (THF), Na2HPO4, O (water). Solvent: CC(=O)O.O (HOAc H2O). Product: O[C@@H]1CC([C@H](CCCCCCC(=O)OC)[C@H]1C=C[C@H]([C@@](CCCC)(OC)C)O)=O ((8R,11R,12R,15R,16R)11,15-Dihydroxy-16-methyl-16-methoxy-9-oxo-prost-13-en-1-oic acid, methyl ester). Reaction SMILES: C([C:5](O[SiH](C)C)([CH2:10][CH2:11][CH2:12][CH2:13][CH2:14][C@@H:15]1[C@@H:19]([CH:20]=[CH:21][CH2:22][C:23]([CH3:30])([O:28][CH3:29])[CH2:24][CH2:25][CH2:26][CH3:27])[CH2:18][CH2:17][C:16]1=[O:31])[C:6]([O:8][CH3:9])=[O:7])CCC.C1C[O:39]CC1.[OH2:41]>CC(O)=O.O>[OH:41][C@H:18]1[C@H:19]([CH:20]=[CH:21][C@@H:22]([OH:39])[C@:23]([CH3:30])([O:28][CH3:29])[CH2:24][CH2:25][CH2:26][CH3:27])[C@@H:15]([CH2:14][CH2:13][CH2:12][CH2:11][CH2:10][CH2:5][C:6]([O:8][CH3:9])=[O:7])[C:16](=[O:31])[CH2:17]1 |f:3.4|. Procedure: A mixture of (8R,11R,12R,15R,16R)11,15-di-t.butyl-dimethylsilyloxy-16-methyl-16-methoxy-9 -oxo-prost-13-en-1-oic acid, methyl ester (0.045 g, 0.07 mmol) in 0.5 ml of HOAc/H2O)/THF: 3/1/1) was stirred for 48 h at room temperature. After adding more water (5 ml), the mixture was neutralized by addition of an aqueous solution of Na2HPO4, and extracted with Et2O (2×10 ml). The combined organic layers were washed with aqueous NaHCO3, water and then brine, dried (MgSO4) and flash evaporated to afford ... Reactants: C(C=C)(=O)OCCCCCCOC1=CC=C(C=C1)OC(=O)C1=C(C(=O)O)C=C(C=C1)C(=O)OC1=CC=C(C=C1)OCCCCCCOC(C=C)=O (2,5-bis[4-(6-acryloyloxyhexyloxy)phenylcarboxy]benzoic acid), [N+](=O)([O-])C1=CC=C(C=C1)N=NC1=CC=C(C(=O)OC2=CC=C(OC(C)O)C=C2)C=C1 ((4-[4-(4-nitrophenylazo)benzoyloxy]phenoxy)ethanol), N,N'-dicyclohexyldicarbodiimide. The reagents and catalysts are CN(C1=CC=NC=C1)C (4-dimethylaminopyridine). Solvent: ClCCl (dichloromethane). The product is C(C=C)(=O)OCCCCCCOC1=CC=C(C=C1)OC(=O)C1=C(C(=O)OCCOC2=CC=C(C=C2)OC(C2=CC=C(C=C2)N=NC2=CC=C(C=C2)[N+](=O)[O-])=O)C=C(C=C1)C(=O)OC1=CC=C(C=C1)OCCCCCCOC(C=C)=O ((4-[4-(4-nitrophenylazo)benzoyloxy]phenoxy)ethyl 2,5-bis[4-(6-acryloyloxyhexyloxy)phenylcarboxy]benzoate). RXN SMILES: [C:1]([O:5][CH2:6][CH2:7][CH2:8][CH2:9][CH2:10][CH2:11][O:12][C:13]1[CH:18]=[CH:17][C:16]([O:19][C:20]([C:22]2[CH:30]=[CH:29][C:28]([C:31]([O:33][C:34]3[CH:39]=[CH:38][C:37]([O:40][CH2:41][CH2:42][CH2:43][CH2:44][CH2:45][CH2:46][O:47][C:48](=[O:51])[CH:49]=[CH2:50])=[CH:36][CH:35]=3)=[O:32])=[CH:27][C:23]=2[C:24]([OH:26])=[O:25])=[O:21])=[CH:15][CH:14]=1)(=[O:4])[CH:2]=[CH2:3].[N+:52]([C:55]1[CH:60]=[CH:59][C:58]([N:61]=[N:62][C:63]2[CH:81]=[CH:80][C:66]([C:67]([O:69][C:70]3[CH:79]=[CH:78][C:73]([O:74][CH:75](O)[CH3:76])=[CH:72][CH:71]=3)=[O:68])=[CH:65][CH:64]=2)=[CH:57][CH:56]=1)([O-:54])=[O:53]>CN(C)C1C=CN=CC=1.ClCCl>[C:1]([O:5][CH2:6][CH2:7][CH2:8][CH2:9][CH2:10][CH2:11][O:12][C:13]1[CH:14]=[CH:15][C:16]([O:19][C:20]([C:22]2[CH:30]=[CH:29][C:28]([C:31]([O:33][C:34]3[CH:35]=[CH:36][C:37]([O:40][CH2:41][CH2:42][CH2:43][CH2:44][CH2:45][CH2:46][O:47][C:48](=[O:51])[CH:49]=[CH2:50])=[CH:38][CH:39]=3)=[O:32])=[CH:27][C:23]=2[C:24]([O:26][CH2:76][CH2:75][O:74][C:73]2[CH:78]=[CH:79][C:70]([O:69][C:67](=[O:68])[C:66]3[CH:80]=[CH:81][C:63]([N:62]=[N:61][C:58]4[CH:59]=[CH:60][C:55]([N+:52]([O-:54])=[O:53])=[CH:56][CH:57]=4)=[CH:64][CH:65]=3)=[CH:71][CH:72]=2)=[O:25])=[O:21])=[CH:17][CH:18]=1)(=[O:4])[CH:2]=[CH2:3]. Reported procedure: A solution of 0.6 g of 2,5-bis[4-(6-acryloyloxyhexyloxy)phenylcarboxy]benzoic acid, 0.4 g of (4-[4-(4-nitrophenylazo)benzoyloxy]phenoxy)ethanol and 0.04 g of 4-dimethylaminopyridine is reacted with 0.2 g of N,N'-dicyclohexyldicarbodiimide and 20 ml of dichloromethane in an analogous manner to Example 1 to give (4-[4-(4-nitrophenylazo)benzoyloxy]phenoxy)ethyl 2,5-bis[4-(6-acryloyloxyhexyloxy)phenylcarboxy]benzoate. Reactants: ClC=1N=CC2=C(N1)N(C=C2C)C2=NC=CC=C2 (2-Chloro-5-methyl-7-pyridin-2-yl-7H-pyrrolo[2,3-d]pyrimidine), C(C)(C)(C)OC(=O)N1CCN(CC1)C=1C=NC(=CC1)N (4-(6-Amino-pyridin-3-yl)-piperazine-1-carboxylic acid tert-butyl ester), C=1C=CC(=CC1)P(C=2C=CC=CC2)C3=CC=C4C=CC=CC4=C3C5=C6C=CC=CC6=CC=C5P(C=7C=CC=CC7)C=8C=CC=CC8 (BINAP), CC(C)([O-])C.[Na+] (sodium tert-butoxide). The reagents and catalysts are C=1C=CC(=CC1)/C=C/C(=O)/C=C/C2=CC=CC=C2.C=1C=CC(=CC1)/C=C/C(=O)/C=C/C2=CC=CC=C2.C=1C=CC(=CC1)/C=C/C(=O)/C=C/C2=CC=CC=C2.[Pd].[Pd] (Pd2(dba)3). The solvent is C(C)(=O)OCC (ethyl acetate), O1CCOCC1 (1,4-dioxane). Conditions: temperature 100 celsius. Product: CC1=CN(C=2N=C(N=CC21)NC2=NC=C(C=C2)N2CCNCC2)C2=NC=CC=C2 ((5-Methyl-7-pyridin-2-yl-7H-pyrrolo[2,3-d]pyrimidin-2-yl)-(5-piperazin-1-yl-pyridin-2-yl)-amine). RXN SMILES: Cl[C:2]1[N:3]=[CH:4][C:5]2[C:10]([CH3:11])=[CH:9][N:8]([C:12]3[CH:17]=[CH:16][CH:15]=[CH:14][N:13]=3)[C:6]=2[N:7]=1.C(OC([N:25]1[CH2:30][CH2:29][N:28]([C:31]2[CH:32]=[N:33][C:34]([NH2:37])=[CH:35][CH:36]=2)[CH2:27][CH2:26]1)=O)(C)(C)C.C1C=CC(P(C2C(C3C(P(C4C=CC=CC=4)C4C=CC=CC=4)=CC=C4C=3C=CC=C4)=C3C(C=CC=C3)=CC=2)C2C=CC=CC=2)=CC=1.CC(C)([O-])C.[Na+]>C(OCC)(=O)C.C1C=CC(/C=C/C(/C=C/C2C=CC=CC=2)=O)=CC=1.C1C=CC(/C=C/C(/C=C/C2C=CC=CC=2)=O)=CC=1.C1C=CC(/C=C/C(/C=C/C2C=CC=CC=2)=O)=CC=1.[Pd].[Pd].O1CCOCC1>[CH3:11][C:10]1[C:5]2[CH:4]=[N:3][C:2]([NH:37][C:34]3[CH:35]=[CH:36][C:31]([N:28]4[CH2:27][CH2:26][NH:25][CH2:30][CH2:29]4)=[CH:32][N:33]=3)=[N:7][C:6]=2[N:8]([C:12]2[CH:17]=[CH:16][CH:15]=[CH:14][N:13]=2)[CH:9]=1 |f:3.4,6.7.8.9.10|. Procedure details: A mixture of 2-Chloro-5-methyl-7-pyridin-2-yl-7H-pyrrolo[2,3-d]pyrimidine (15 mg, 0.06 mmol), 4-(6-Amino-pyridin-3-yl)-piperazine-1-carboxylic acid tert-butyl ester (20.5 mg, 0.075 mmol), Pd2(dba)3 (2.8 mg, 0.0031 mmol), BINAP (3.82 mg, 0.0061 mmol), sodium tert-butoxide (8.84 mg, 0.092 mmol), and 1,4-dioxane (4 mL) under nitrogen is heated in a sealed tube apparatus at 100° C. for 2.5 h. After cooling to room temperature the reaction mixture is diluted with ethyl acetate and washed with brine. ...